From a dataset of the Open Reaction Database (ORD), a public repository of structured organic reaction records. describe an organic reaction: reactants, conditions, products, and yield Reactants: NC=1C=C2C(=NC1)CC(CO2)NC(CC)=O (N-(7-amino-3,4-dihydro-2H-pyrano[3,2-b]pyridin-3-yl)-propionamide), C(C)(C)C1=CC=C(C=C1)S(=O)(=O)Cl (4-isopropylbenzenesulfonyl chloride). The solvent is C(Cl)Cl.N1=CC=CC=C1 (CH2Cl2 pyridine). The product is C(C)(C)C1=CC=C(C=C1)S(=O)(=O)NC=1C=C2C(=NC1)CC(CO2)NC(CC)=O (N-[7-(4-Isopropyl-benzenesulfonylamino)-3,4-dihydro-2H-pyrano[3,2-b]pyridin-3-yl]-propionamide). As a reaction SMILES: [NH2:1][C:2]1[CH:3]=[C:4]2[O:11][CH2:10][CH:9]([NH:12][C:13](=[O:16])[CH2:14][CH3:15])[CH2:8][C:5]2=[N:6][CH:7]=1.[CH:17]([C:20]1[CH:25]=[CH:24][C:23]([S:26](Cl)(=[O:28])=[O:27])=[CH:22][CH:21]=1)([CH3:19])[CH3:18]>C(Cl)Cl.N1C=CC=CC=1>[CH:17]([C:20]1[CH:25]=[CH:24][C:23]([S:26]([NH:1][C:2]2[CH:3]=[C:4]3[O:11][CH2:10][CH:9]([NH:12][C:13](=[O:16])[CH2:14][CH3:15])[CH2:8][C:5]3=[N:6][CH:7]=2)(=[O:28])=[O:27])=[CH:22][CH:21]=1)([CH3:19])[CH3:18] |f:2.3|. Reported procedure: Following the same procedure as described in example 31.5, a portion of crude N-(7-amino-3,4-dihydro-2H-pyrano[3,2-b]pyridin-3-yl)-propionamide (100 mg, 0.45 mmol) in CH2Cl2/pyridine 9/1 (20 ml) was treated with 4-isopropylbenzenesulfonyl chloride (130 μl, 0.72 mmol). Purification by flash column chromatography (CH2Cl2:methanol, 97:3) gave the title compound (85 mg, 47% for steps 31.4 and this step) as a gum. Reactants: Cl, COc1cc2c(cc1OC)-c1cc(=Nc3ccccc3C)n(CCN)c(=O)n1CC2, [Na+], N#CO[Na], [OH-], O. Product: COc1cc2c(cc1OC)-c1cc(=Nc3ccccc3C)n(CCNC(N)=O)c(=O)n1CC2. RXN SMILES: [ClH:38].[NH2:5][CH2:6][CH2:7][n:8]1[c:9](=[O:34])[n:10]2[c:11]([cH:24][c:25]1=[N:26][c:27]1[c:28]([CH3:33])[cH:29][cH:30][cH:31][cH:32]1)-[c:12]1[cH:13][c:14]([O:22][CH3:23])[c:15]([O:20][CH3:21])[cH:16][c:17]1[CH2:18][CH2:19]2.[Na+:36].[Na:1][O:2][C:3]#[N:4].[OH-:35].[OH2:37]>>[O:2]=[C:3]([NH2:4])[NH:5][CH2:6][CH2:7][n:8]1[c:9](=[O:34])[n:10]2[c:11]([cH:24][c:25]1=[N:26][c:27]1[c:28]([CH3:33])[cH:29][cH:30][cH:31][cH:32]1)-[c:12]1[cH:13][c:14]([O:22][CH3:23])[c:15]([O:20][CH3:21])[cH:16][c:17]1[CH2:18][CH2:19]2. Starting materials: C(C)(=O)OCC (Ethyl acetate), C(C)(C)N(C(C)C)CC (N,N-diisopropylethylamine), O(C1=CC=CC=C1)P(=O)(OC1=CC=CC=C1)OC=1C[C@H]2N(C1C(=O)OCC=C)C([C@@H]2[C@@H](C)O)=O (allyl (5R,6S)-2-diphenoxyphosphoryloxy-6-[(R)-1-hydroxyethyl]-1-carbapen-2-em-3-carboxylate), C(C=C)OC(=O)N1[C@@H](C[C@@H](C1)S)CC1C(NCC1)=O ((2R,4S)-N-allyloxycarbonyl-4-mercapto-2-(2-pyrrolidon-3-ylmethyl)pyrrolidine). The solvent is C(C)#N (acetonitrile). Reaction conditions: time 1 hour. Yields the product C(C=C)OC(=O)N1[C@@H](C[C@@H](C1)SC=1C[C@H]2N(C1C(=O)OCC=C)C([C@@H]2[C@@H](C)O)=O)CC2C(NCC2)=O (allyl (5R,6S)-2-[(2R,4S)-N-allyloxycarbonyl-2-(2-pyrrolidon-3-ylmethyl)pyrrolidin-4-ylthio]-6-[(R)-1-hydroxyethyl]-1-carbapen-2-em-3-carboxylate). Yield: 76.7%. Reaction SMILES: C(N(CC)C(C)C)(C)C.O(P(O[C:27]1[CH2:28][C@@H:29]2[C@@H:39]([C@H:40]([OH:42])[CH3:41])[C:38](=[O:43])[N:30]2[C:31]=1[C:32]([O:34][CH2:35][CH:36]=[CH2:37])=[O:33])(OC1C=CC=CC=1)=O)C1C=CC=CC=1.[CH2:44]([O:47][C:48]([N:50]1[CH2:54][C@@H:53]([SH:55])[CH2:52][C@H:51]1[CH2:56][CH:57]1[CH2:61][CH2:60][NH:59][C:58]1=[O:62])=[O:49])[CH:45]=[CH2:46].C(OCC)(=O)C>C(#N)C>[CH2:44]([O:47][C:48]([N:50]1[CH2:54][C@@H:53]([S:55][C:27]2[CH2:28][C@@H:29]3[C@@H:39]([C@H:40]([OH:42])[CH3:41])[C:38](=[O:43])[N:30]3[C:31]=2[C:32]([O:34][CH2:35][CH:36]=[CH2:37])=[O:33])[CH2:52][C@H:51]1[CH2:56][CH:57]1[CH2:61][CH2:60][NH:59][C:58]1=[O:62])=[O:49])[CH:45]=[CH2:46]. Procedure details: N,N-diisopropylethylamine (0.13 ml, 0.76 mmol) was dropwise added to a solution of allyl (5R,6S)-2-diphenoxyphosphoryloxy-6-[(R)-1-hydroxyethyl]-1-carbapen-2-em-3-carboxylate (369 mg, 0.76 mmol) and (2R,4S)-N-allyloxycarbonyl-4-mercapto-2-(2-pyrrolidon-3-ylmethyl)pyrrolidine (216 mg, 0.76 mmol) in acetonitrile (5.6 ml) under cooling with ice. The reaction mixture solution was stirred at the same temperature for one hour and further stirred at 5° C. for 16 hours. Ethyl acetate (60 ml) was added t... Starting materials: BrCC(=O)C12CC3CC(CC(C1)C3)C2 (1-adamantyl bromomethyl ketone), ClC=1C=C(C=CC1Cl)S (3,4-dichlorothiophenol), C([O-])([O-])=O.[K+].[K+] (potassium carbonate). Run in CC(=O)C (acetone). The product is ClC=1C=C(C=CC1Cl)SCC(=O)C12CC3CC(CC(C1)C3)C2 (1-adamantyl 3,4-dichlorophenylthiomethyl ketone). As a reaction SMILES: Br[CH2:2][C:3]([C:5]12[CH2:14][CH:9]3[CH2:10][CH:11]([CH2:13][CH:7]([CH2:8]3)[CH2:6]1)[CH2:12]2)=[O:4].[Cl:15][C:16]1[CH:17]=[C:18]([SH:23])[CH:19]=[CH:20][C:21]=1[Cl:22].C(=O)([O-])[O-].[K+].[K+]>CC(C)=O>[Cl:15][C:16]1[CH:17]=[C:18]([S:23][CH2:2][C:3]([C:5]23[CH2:14][CH:9]4[CH2:10][CH:11]([CH2:13][CH:7]([CH2:8]4)[CH2:6]2)[CH2:12]3)=[O:4])[CH:19]=[CH:20][C:21]=1[Cl:22] |f:2.3.4|. Reported procedure: 1-adamantyl bromomethyl ketone (1.3 g.), 1.1 g. of 3,4-dichlorothiophenol and 800 mg. of anhydrous potassium carbonate in 30 ml. of acetone are stirred at reflux overnight. The solvent is then removed and 60 ml. of water is added to the reaction mixture. The product is filtered off, washed with water and recrystallized from methanol to yield 1-adamantyl 3,4-dichlorophenylthiomethyl ketone, M.P. 105°-110.5° C. The reactants are Cl, COC(=O)C1CCC(c2nc(-c3cc4ccccc4[nH]3)c3c(N)nccn23)CC1. The product is Nc1nccn2c(C3CCC(C(=O)O)CC3)nc(-c3cc4ccccc4[nH]3)c12. Reaction SMILES: [ClH:30].[NH2:1][c:2]1[c:3]2[n:4]([cH:5][cH:6][n:7]1)[c:8]([CH:20]1[CH2:21][CH2:22][CH:23]([C:26](=[O:27])[O:28][CH3:29])[CH2:24][CH2:25]1)[n:9][c:10]2-[c:11]1[nH:12][c:13]2[cH:14][cH:15][cH:16][cH:17][c:18]2[cH:19]1>>[NH2:1][c:2]1[c:3]2[n:4]([cH:5][cH:6][n:7]1)[c:8]([CH:20]1[CH2:21][CH2:22][CH:23]([C:26](=[O:27])[OH:28])[CH2:24][CH2:25]1)[n:9][c:10]2-[c:11]1[nH:12][c:13]2[cH:14][cH:15][cH:16][cH:17][c:18]2[cH:19]1.